From a dataset of the Open Reaction Database (ORD), a public repository of structured organic reaction records. describe an organic reaction: reactants, conditions, products, and yield Reactants: CC(C(=O)N1C(=O)OC(c2ccccc2)C1C)c1ccc(B2OC(C)(C)C(C)(C)O2)cc1, Cc1noc(-c2ccc(Br)cc2)c1NC(=O)OC(C)c1ccccc1Cl. Product: Cc1noc(-c2ccc(-c3ccc(C(C)C(=O)N4C(=O)OC(c5ccccc5)C4C)cc3)cc2)c1NC(=O)OC(C)c1ccccc1Cl. Reaction SMILES: [CH3:1][CH:2]1[N:3]([C:14]([CH:15]([CH3:16])[c:17]2[cH:18][cH:19][c:20]([B:23]3[O:24][C:25]([CH3:26])([CH3:27])[C:28]([CH3:29])([CH3:30])[O:31]3)[cH:21][cH:22]2)=[O:32])[C:4](=[O:13])[O:5][CH:6]1[c:7]1[cH:8][cH:9][cH:10][cH:11][cH:12]1.[Cl:33][c:34]1[c:35]([CH:40]([CH3:41])[O:42][C:43]([NH:44][c:45]2[c:46]([CH3:57])[n:47][o:48][c:49]2-[c:50]2[cH:51][cH:52][c:53]([Br:56])[cH:54][cH:55]2)=[O:58])[cH:36][cH:37][cH:38][cH:39]1>>[CH3:1][CH:2]1[N:3]([C:14]([CH:15]([CH3:16])[c:17]2[cH:18][cH:19][c:20](-[c:53]3[cH:52][cH:51][c:50](-[c:49]4[c:45]([NH:44][C:43]([O:42][CH:40]([c:35]5[c:34]([Cl:33])[cH:39][cH:38][cH:37][cH:36]5)[CH3:41])=[O:58])[c:46]([CH3:57])[n:47][o:48]4)[cH:55][cH:54]3)[cH:21][cH:22]2)=[O:32])[C:4](=[O:13])[O:5][CH:6]1[c:7]1[cH:8][cH:9][cH:10][cH:11][cH:12]1. Starting materials: BrC1=CC=C(C(=O)Cl)C=C1 (4-bromobenzoyl chloride), C(C=C)#N (acrylonitrile), C(C1=CC=CC=C1)N(C)C (N-benzyldimethylamine). The reagents and catalysts are C(C)(=O)[O-].[Pd+2].C(C)(=O)[O-] (palladium acetate). Solvent: CC=1C=CC(=CC1)C (p-xylene). Run at temperature 120 celsius, time 1.5 hour. Yields the product BrC1=CC=C(C=CC#N)C=C1 (4-bromocinnamonitrile). The yield is 67.3%. Reaction SMILES: [Br:1][C:2]1[CH:10]=[CH:9][C:5]([C:6](Cl)=O)=[CH:4][CH:3]=1.[C:11](#[N:14])[CH:12]=C.C(N(C)C)C1C=CC=CC=1>CC1C=CC(C)=CC=1.C([O-])(=O)C.[Pd+2].C([O-])(=O)C>[Br:1][C:2]1[CH:10]=[CH:9][C:5]([CH:6]=[CH:12][C:11]#[N:14])=[CH:4][CH:3]=1 |f:4.5.6|. Procedure details: 54.88 g (0.25 mol) of 4-bromobenzoyl chloride, 20.81 ml (0.31 mol) of acrylonitrile and 37.65 ml (0.25 mol) of N-benzyldimethylamine are added to 0.561 g (2.5 millimols) of palladium acetate in 500 ml of p-xylene. The mixture is stirred for 1.5 hours at 120° C. The crude product is distilled and recrystallised from cyclohexanone. 35 g (67% of theory) of 4-bromocinnamonitrile are obtained in the form of white flakes; melting point 105.7° C. Analysis for C9H4NBr: calculated C 51.96%, H 2.91%, N 6.... Reactants: Cl (HCl), C(C)C1=CC(OC2=CC(=C(C=C12)\C(=C/C=C/C(=C/C(=O)OCC)/C)\C)OC)(C)C (ethyl 7-(4-ethyl-7-methoxy-2,2-dimethyl-2H-chromen-6-yl)3-methyl-octa-2E,4E,6Z-trienoate), C(C)C1=CC(OC2=CC(=C(C=C12)\C(=C/C=C/C(=C/C(=O)OCC)/C)\C)OC)(C)C (ethyl 7-(4-ethyl-7-methoxy-2,2-dimethyl-2H-chromen-6-yl)3-methyl-octa-2E,4E,6Z-trienoate), [OH-].[Na+] (NaOH). Run in C(C)O (ethanol), C1CCOC1 (THF). Reaction conditions: temperature 60 celsius. The product is C(C)C1=CC(OC2=CC(=C(C=C12)\C(=C/C=C/C(=C/C(=O)O)/C)\C)OC)(C)C (7-(4-Ethyl-7-methoxy-2,2-dimethyl-2H-chromen-6-yl)-3-methyl-octa-2E,4E,6Z-trienoic acid). Reaction SMILES: [CH2:1]([C:3]1[C:12]2[C:7](=[CH:8][C:9]([O:26][CH3:27])=[C:10](/[C:13](/[CH3:25])=[CH:14]\[CH:15]=[CH:16]\[C:17](\[CH3:24])=[CH:18]\[C:19]([O:21]CC)=[O:20])[CH:11]=2)[O:6][C:5]([CH3:29])([CH3:28])[CH:4]=1)[CH3:2].[OH-].[Na+].Cl>C(O)C.C1COCC1>[CH2:1]([C:3]1[C:12]2[C:7](=[CH:8][C:9]([O:26][CH3:27])=[C:10](/[C:13](/[CH3:25])=[CH:14]\[CH:15]=[CH:16]\[C:17](\[CH3:24])=[CH:18]\[C:19]([OH:21])=[O:20])[CH:11]=2)[O:6][C:5]([CH3:28])([CH3:29])[CH:4]=1)[CH3:2] |f:1.2|. Procedure details: To a solution of ethyl 7-(4-ethyl-7-methoxy-2,2-dimethyl-2H-chromen-6-yl)3-methyl-octa-2E,4E,6Z-trienoate (Compound 32, 50 mg, 0.13 mmol) in ethanol (5 mL) and THF (2 mL) was added 1M NaOH (1.0 mL, 1.0 mmol). The mixture was heated to 60° C. for 5 h and was cooled to room temperature, acidified with 1M HCl, and extracted with ethyl acetate. The organic layer was washed with brine, dried over Na2SO4, and concentrated in vacuo. The residue was purified by flash column chromatography (silica gel, 3...